Dataset: the Open Reaction Database (ORD), a public repository of structured organic reaction records. Task: describe an organic reaction: reactants, conditions, products, and yield The reactants are OCCNCCCO (2-hydroxyethyl-3-hydroxypropylamine), Cl (hydrochloric acid), [OH-].[Na+] (sodium hydroxide), C(C1=CC=CC=C1)N1CCC(CC1)=O (1-benzyl-4-piperidone), C(C)(=O)O[BH-](OC(C)=O)OC(C)=O.[Na+] (sodium triacetoxyborohydride). Solvent: C(Cl)Cl (methylene chloride). The product is C(C1=CC=CC=C1)N1CCC(CC1)N(CCCO)CCO (1-benzyl-4-[(2-hydroxy-ethyl)-(3-hydroxy-propyl)-amino]-piperidine). The yield is 15.6%. RXN SMILES: [OH:1][CH2:2][CH2:3][NH:4][CH2:5][CH2:6][CH2:7][OH:8].[CH2:9]([N:16]1[CH2:21][CH2:20][C:19](=O)[CH2:18][CH2:17]1)[C:10]1[CH:15]=[CH:14][CH:13]=[CH:12][CH:11]=1.C(O[BH-](OC(=O)C)OC(=O)C)(=O)C.[Na+].Cl.[OH-].[Na+]>C(Cl)Cl>[CH2:9]([N:16]1[CH2:21][CH2:20][CH:19]([N:4]([CH2:3][CH2:2][OH:1])[CH2:5][CH2:6][CH2:7][OH:8])[CH2:18][CH2:17]1)[C:10]1[CH:15]=[CH:14][CH:13]=[CH:12][CH:11]=1 |f:2.3,5.6|. Procedure: 6 g of 2-hydroxyethyl-3-hydroxypropylamine and 18,9 g of 1-benzyl-4-piperidone are taken up in 250 ml of methylene chloride and combined at 0° C. with 21.2 g of sodium triacetoxyborohydride. The mixture is stirred over night at ambient temperature, then acidified with 2 N hydrochloric acid and made alkaline with concentrated sodium hydroxide solution. It is extracted with methylene chloride, the extract is dried over sodium sulphate and the solvent is eliminated in vacuo. The residue is chromato... The reactants are COC=1C=C(C=CC1OC)C(CCCC(=O)O)=O (5-(3,4-Dimethoxyphenyl)-5-ketopentanoic acid), Cl (hydrochloric acid). Reagents/catalysts: [Zn] (zinc), Cl[Hg]Cl (HgCl2). The solvent is C1(=CC=CC=C1)C (toluene). The product is COC=1C=C(C=CC1OC)CCCCC(=O)O (5-(3,4-Dimethoxyphenyl)pentanoic acid). RXN SMILES: [CH3:1][O:2][C:3]1[CH:4]=[C:5]([C:11](=O)[CH2:12][CH2:13][CH2:14][C:15]([OH:17])=[O:16])[CH:6]=[CH:7][C:8]=1[O:9][CH3:10].Cl>[Zn].Cl[Hg]Cl.C1(C)C=CC=CC=1>[CH3:1][O:2][C:3]1[CH:4]=[C:5]([CH2:11][CH2:12][CH2:13][CH2:14][C:15]([OH:17])=[O:16])[CH:6]=[CH:7][C:8]=1[O:9][CH3:10]. Procedure details: A mixture containing 37.6 g of the product obtained in Example 38 and 64 g of zinc turnings (treated with a solution of HgCl2), 55 ml of toluene and 220 ml of conc. hydrochloric acid was refluxed for 1 h. Toluene phase was separated and evaporated in vacuo. The residue was crystallized from toluene-petroleum ether, yield 11.5 g (32%). Reactants: N1(CCCC1)C1(COC1)C#N (3-Pyrrolidin-1-yl-oxetane-3-carbonitrile), C1(CCC1)=O (cyclobutanone), CN1CCNCC1 (1-methylpiperazine). Yields the product CN1CCN(CC1)C1(CCC1)C#N (1-(4-Methyl-piperazin-1-yl)-cyclobutanecarbonitrile). Reaction SMILES: [N:1]1([C:6]2([C:10]#[N:11])[CH2:9]O[CH2:7]2)[CH2:5][CH2:4][CH2:3][CH2:2]1.[C:12]1(=O)CCC1.[CH3:17][N:18]1CCNCC1>>[CH3:17][N:18]1[CH2:4][CH2:5][N:1]([C:6]2([C:10]#[N:11])[CH2:9][CH2:12][CH2:7]2)[CH2:2][CH2:3]1. Procedure details: The title compound, light yellow liquid, MS: m/e=180.2 [(M+H)+], was prepared in accordance with the general method of intermediate A from cyclobutanone and 1-methylpiperazine. Reactants: ClC1=NC=CC(=N1)C=1C=C(CN2[C@H](CN(CC2)C(=O)OC(C)(C)C)C)C=CC1C ((3S)-tert-butyl 4-(3-(2-chloropyrimidin-4-yl)4-methylbenzyl)-3-methylpiperazine-1-carboxylate), NCCC1=CC=C(C=C1)O (tyramine), 418. Yields the product CC1=C(C=C(C=C1)CN1[C@H](CNCC1)C)C1=NC(=NC=C1)NCCC1=CC=C(C=C1)O (4-(2-(4-(2-methyl-5-(((S)-2-methylpiperazin-1-yl)methyl)phenyl)pyrimidin-2-ylamino)ethyl)phenol). As a reaction SMILES: Cl[C:2]1[N:7]=[C:6]([C:8]2[CH:9]=[C:10]([CH:26]=[CH:27][C:28]=2[CH3:29])[CH2:11][N:12]2[CH2:17][CH2:16][N:15](C(OC(C)(C)C)=O)[CH2:14][C@@H:13]2[CH3:25])[CH:5]=[CH:4][N:3]=1.[NH2:30][CH2:31][CH2:32][C:33]1[CH:38]=[CH:37][C:36]([OH:39])=[CH:35][CH:34]=1>>[CH3:29][C:28]1[CH:27]=[CH:26][C:10]([CH2:11][N:12]2[CH2:17][CH2:16][NH:15][CH2:14][C@@H:13]2[CH3:25])=[CH:9][C:8]=1[C:6]1[CH:5]=[CH:4][N:3]=[C:2]([NH:30][CH2:31][CH2:32][C:33]2[CH:38]=[CH:37][C:36]([OH:39])=[CH:35][CH:34]=2)[N:7]=1. Procedure details: Intermediate 158 from above was coupled with tyramine following procedure F. The product was deprotected by procedure G2. LC-MS showed the product had the expected M+H+ of 418. 1H NMR (Varian 300 MHz, MeOD-d6, shifts relative to the solvent peak at 3.31 ppm) δ 8.3 (d, 1H) 8.0 (d, 1H) 7.7 (d, 1H) 7.5 (d, 1H), 7.3 (d, 1H), 7.0 (d, 2H) 6.7 (d, 2H) 4.0 (t, 2H) 3.7 (m, 3H) 3.6-3.4 (m, 6H) 2.8 (t, 2H), 2.5 (s, 3H), 1.7 (d, 3H). Starting materials: IC=1C(=NC=C(C1)[N+](=O)[O-])C(C(=O)OCC)C(=O)OCC (Diethyl (3-iodo-5-nitropyridin-2-yl)malonate), C(=O)([O-])[O-].[Na+].[Na+] (Na2CO3). Solvent: S(O)(O)(=O)=O (sulfuric acid). Yields the product IC=1C(=NC=C(C1)[N+](=O)[O-])C (3-iodo-2-methyl-5-nitropyridine). Reaction SMILES: [I:1][C:2]1[C:3]([CH:11](C(OCC)=O)C(OCC)=O)=[N:4][CH:5]=[C:6]([N+:8]([O-:10])=[O:9])[CH:7]=1.C([O-])([O-])=O.[Na+].[Na+]>S(=O)(=O)(O)O>[I:1][C:2]1[C:3]([CH3:11])=[N:4][CH:5]=[C:6]([N+:8]([O-:10])=[O:9])[CH:7]=1 |f:1.2.3|. Reported procedure: Diethyl (3-iodo-5-nitropyridin-2-yl)malonate (0.250 g, 0.000612 mol) was heated in 6 M sulfuric acid (3 mL) at 100° C. for 16 hours. The reaction was neutralized with solid Na2CO3, extracted with EtOAc and the organic extracts were washed with water, saturated NaCl, dried (MgSO4) and stripped in vacuo. NMR analysis indicated that it was clean enough for the next reaction. 1H NMR (400 MHZ, CDCl3): δ 9.27 (d, 1H), 8.82 (d, 1H), 2.87 (s, 3H); MS (ES) (M+H)=265.